Dataset: the Open Reaction Database (ORD), a public repository of structured organic reaction records. Task: describe an organic reaction: reactants, conditions, products, and yield The reactants are NC(CCCCC(=O)OC)C1=C(C=CC=C1OC)OC (methyl 6-amino-6-(2,6-dimethoxyphenyl)hexanoate), C=1(C(=CC=CC1)C=O)C1=CC=CC=C1 ([1,1′-biphenyl]-2-carbaldehyde). Yields the product C1(=C(C=CC=C1)CN1C(CCCCC1C1=C(C=CC=C1OC)OC)=O)C1=CC=CC=C1 (1-([1,1′-biphenyl]-2-ylmethyl)-7-(2,6-dimethoxyphenyl)azepan-2-one). As a reaction SMILES: [NH2:1][CH:2]([C:11]1[C:16]([O:17][CH3:18])=[CH:15][CH:14]=[CH:13][C:12]=1[O:19][CH3:20])[CH2:3][CH2:4][CH2:5][CH2:6][C:7]([O:9]C)=O.[C:21]1([C:29]2[CH:34]=[CH:33][CH:32]=[CH:31][CH:30]=2)[C:22]([CH:27]=O)=[CH:23][CH:24]=[CH:25][CH:26]=1>>[C:21]1([C:29]2[CH:30]=[CH:31][CH:32]=[CH:33][CH:34]=2)[CH:26]=[CH:25][CH:24]=[CH:23][C:22]=1[CH2:27][N:1]1[CH:2]([C:11]2[C:16]([O:17][CH3:18])=[CH:15][CH:14]=[CH:13][C:12]=2[O:19][CH3:20])[CH2:3][CH2:4][CH2:5][CH2:6][C:7]1=[O:9]. Procedure: Prepared according to the described general procedure 1 (GP1) by reaction of methyl 6-amino-6-(2,6-dimethoxyphenyl)hexanoate with commercially available [1,1′-biphenyl]-2-carbaldehyde. Subsequent purification by preparative HPLC afforded the target compound. LC-MS (conditions A): tR=0.98 min.; [M+H]+: 416.24 g/mol. The reactants are OC=1C=CC(=C(C(=O)OC)C1)[N+](=O)[O-] (methyl 5-hydroxy-2-nitrobenzoate), C([O-])([O-])=O.[K+].[K+] (potassium carbonate), BrCCOC (1-bromo-2-methoxyethane). The solvent is O (H2O), CN(C)C=O (DMF). Run at temperature 60 celsius. Product: COCCOC=1C=CC(=C(C(=O)OC)C1)[N+](=O)[O-] (methyl 5-(2-methoxyethoxy)-2-nitrobenzoate). The yield is 76.4%. Reaction SMILES: [OH:1][C:2]1[CH:3]=[CH:4][C:5]([N+:12]([O-:14])=[O:13])=[C:6]([CH:11]=1)[C:7]([O:9][CH3:10])=[O:8].C(=O)([O-])[O-].[K+].[K+].Br[CH2:22][CH2:23][O:24][CH3:25]>CN(C=O)C.O>[CH3:25][O:24][CH2:23][CH2:22][O:1][C:2]1[CH:3]=[CH:4][C:5]([N+:12]([O-:14])=[O:13])=[C:6]([CH:11]=1)[C:7]([O:9][CH3:10])=[O:8] |f:1.2.3|. Procedure: To methyl 5-hydroxy-2-nitrobenzoate (1.08 g, 5.5 mmol) in DMF (50 mL) was added potassium carbonate (1.52 g, 11 mmol) followed by 1-bromo-2-methoxyethane (1.55 mL, 16.4 mmol) and the mixture heated at 60° C. overnight. After cooling to room temperature, the reaction was diluted with H2O, extracted with EtOAc, and the organic layer washed with H2O and brine, dried over MgSO4, filtered, concentrated in vacuo, and purified by column chromatography (12-100% EtOAc/hexanes) to give methyl 5-(2-methoxy... Starting materials: CCOC(=O)c1ccc(C2CCC(=CC(=O)OC(C)(C)C)CC2)cc1, CCO, [H][H]. Yields the product CCOC(=O)c1ccc(C2CCC(CC(=O)OC(C)(C)C)CC2)cc1. As a reaction SMILES: [C:1]([CH3:2])([CH3:3])([CH3:4])[O:5][C:6](=[O:7])[CH:8]=[C:9]1[CH2:10][CH2:11][CH:12]([c:15]2[cH:16][cH:17][c:18]([C:19](=[O:20])[O:21][CH2:22][CH3:23])[cH:24][cH:25]2)[CH2:13][CH2:14]1.[CH3:28][CH2:29][OH:30].[H:26][H:27]>>[C:1]([CH3:2])([CH3:3])([CH3:4])[O:5][C:6](=[O:7])[CH2:8][CH:9]1[CH2:10][CH2:11][CH:12]([c:15]2[cH:16][cH:17][c:18]([C:19](=[O:20])[O:21][CH2:22][CH3:23])[cH:24][cH:25]2)[CH2:13][CH2:14]1.